This data is from the Open Reaction Database (ORD), a public repository of structured organic reaction records. The task is: describe an organic reaction: reactants, conditions, products, and yield Reactants: N1CCC1 (azetidine), CN(C1=NN2C(C=CC(=C2)NC(=O)C2=C(C=NN2C)C(=O)O)=N1)C (5-(2-dimethylamino-[1,2,4]triazolo[1,5-a]pyridin-6-ylcarbamoyl)-1-methyl-1H-pyrazole-4-carboxylic acid), solid. Yields the product CN(C1=NN2C(C=CC(=C2)NC(=O)C=2N(N=CC2C(=O)N2CCC2)C)=N1)C (4-(Azetidine-1-carbonyl)-2-methyl-2H-pyrazole-3-carboxylic acid (2-dimethylamino-[1,2,4]triazolo[1,5-a]pyridin-6-yl)-amide). Reaction SMILES: [NH:1]1[CH2:4][CH2:3][CH2:2]1.[CH3:5][N:6]([CH3:28])[C:7]1[N:27]=[C:10]2[CH:11]=[CH:12][C:13]([NH:15][C:16]([C:18]3[N:22]([CH3:23])[N:21]=[CH:20][C:19]=3[C:24](O)=[O:25])=[O:17])=[CH:14][N:9]2[N:8]=1>>[CH3:5][N:6]([CH3:28])[C:7]1[N:27]=[C:10]2[CH:11]=[CH:12][C:13]([NH:15][C:16]([C:18]3[N:22]([CH3:23])[N:21]=[CH:20][C:19]=3[C:24]([N:1]3[CH2:4][CH2:3][CH2:2]3)=[O:25])=[O:17])=[CH:14][N:9]2[N:8]=1. Reported procedure: Using azetidine and 5-(2-dimethylamino-[1,2,4]triazolo[1,5-a]pyridin-6-ylcarbamoyl)-1-methyl-1H-pyrazole-4-carboxylic acid, the title compound was prepared in the same manner as described for example 2. Brown solid (93 mg, 42%). MS: m/z=369 (M+H+). Ames test negative. Starting materials: Cc1c(Br)c(-c2ccc(Cl)cc2)cc2nn(Cc3ccc(C(F)(F)F)nc3)c(=O)n12, CC1(C)OB(c2ccncc2)OC1(C)C, Cc1nc(C(F)(F)F)ccc1Cn1nc2c(-c3ccccc3)c(-c3ccc(C#N)cc3)ccn2c1=O. Yields the product Cc1c(-c2ccncc2)c(-c2ccc(Cl)cc2)cc2nn(Cc3ccc(C(F)(F)F)nc3)c(=O)n12. As a reaction SMILES: [Br:1][c:2]1[c:3](-[c:24]2[cH:25][cH:26][c:27]([Cl:30])[cH:28][cH:29]2)[cH:4][c:5]2[n:6]([c:7]1[CH3:8])[c:9](=[O:23])[n:10]([CH2:12][c:13]1[cH:14][n:15][c:16]([C:19]([F:20])([F:21])[F:22])[cH:17][cH:18]1)[n:11]2.[CH3:31][C:32]1([CH3:33])[C:34]([CH3:35])([CH3:36])[O:37][B:38]([c:39]2[cH:40][cH:41][n:42][cH:43][cH:44]2)[O:45]1.[CH3:46][c:47]1[c:48]([CH2:49][n:50]2[c:51](=[O:52])[n:53]3[cH:54][cH:55][c:56](-[c:57]4[cH:58][cH:59][c:60]([C:61]#[N:62])[cH:63][cH:64]4)[c:65](-[c:66]4[cH:67][cH:68][cH:69][cH:70][cH:71]4)[c:72]3[n:73]2)[cH:74][cH:75][c:76]([C:77]([F:78])([F:79])[F:80])[n:81]1>>[c:2]1(-[c:39]2[cH:40][cH:41][n:42][cH:43][cH:44]2)[c:3](-[c:24]2[cH:25][cH:26][c:27]([Cl:30])[cH:28][cH:29]2)[cH:4][c:5]2[n:6]([c:7]1[CH3:8])[c:9](=[O:23])[n:10]([CH2:12][c:13]1[cH:14][n:15][c:16]([C:19]([F:20])([F:21])[F:22])[cH:17][cH:18]1)[n:11]2. Reactants: ClCCl, Cc1cc(C)c(S(=O)(=O)ON)c(C)c1, c1cncc(Cn2cccc2)c1. The product is Cc1cc(C)c(S(=O)(=O)[O-])c(C)c1, N[n+]1cccc(Cn2cccc2)c1. As a reaction SMILES: [CH2:27]([Cl:28])[Cl:29].[c:13]1([CH3:26])[c:14]([S:21](=[O:22])(=[O:23])[O:24][NH2:25])[c:15]([CH3:20])[cH:16][c:17]([CH3:19])[cH:18]1.[n:1]1([CH2:6][c:7]2[cH:8][n:9][cH:10][cH:11][cH:12]2)[cH:2][cH:3][cH:4][cH:5]1>>[c:13]1([CH3:26])[c:14]([S:21](=[O:22])(=[O:23])[O-:24])[c:15]([CH3:20])[cH:16][c:17]([CH3:19])[cH:18]1.[n:1]1([CH2:6][c:7]2[cH:8][n+:9]([NH2:25])[cH:10][cH:11][cH:12]2)[cH:2][cH:3][cH:4][cH:5]1. Reactants: O=C1NCCOCCNC(COC1)=O (5,9-dioxo-1,7-dioxa-4,10-diaza-cyclododecane), [H-].[H-].[H-].[H-].[Li+].[Al+3] (LiAlH4). Solvent: O1CCCC1 (tetrahydrofuran). The product is O1CCNCCOCCN1 (1,7-dioxa-4,10-diazacyclodecane). RXN SMILES: O=[C:2]1[CH2:13][O:12]CC(=O)[NH:9][CH2:8][CH2:7][O:6][CH2:5][CH2:4][NH:3]1.[H-].[H-].[H-].[H-].[Li+].[Al+3]>O1CCCC1>[O:12]1[NH:9][CH2:8][CH2:7][O:6][CH2:5][CH2:4][NH:3][CH2:2][CH2:13]1 |f:1.2.3.4.5.6|. Procedure details: A suspension of 5.0 g. of the diamide obtained in Example 44 in 100 ml. hot anhydrous tetrahydrofuran and 4.8 g. LiAlH4 while stirring over a period of one hour. After the addition is completed, the mixture is stirred under reflux and under a nitrogen atmosphere for eighteen hours. After cooling to room temperature the excess reagent is destroyed by adding a mixture (15 ml.) of water and THF (1.2) followed by 5 ml. NaOH 15% and 15 ml. water. The mixture is filtered and the filtrate is evaporated... The solvent is C1(=CC=CC=C1)C (toluene). RXN SMILES: [NH2:1][C:2]1[CH:7]=[CH:6][CH:5]=[CH:4][CH:3]=1.[C:8]([O:18][CH2:19][CH3:20])(=[O:17])[CH2:9][C:10]([C:12]([O:14][CH2:15][CH3:16])=[O:13])=O>C1(C)C=CC=CC=1>[C:2]1([NH:1][C:9]([C:8]([O:18][CH2:19][CH3:20])=[O:17])=[CH:10][C:12]([O:14][CH2:15][CH3:16])=[O:13])[CH:7]=[CH:6][CH:5]=[CH:4][CH:3]=1. Procedure details: Aniline (0.217 mol) and diethyl oxalacetate (0.217 mol) are mixed in toluene (500 ml) and heated to reflux, i.e., about 100° C., under a water separator for approximately one hour. The toluene is then removed under vacuum to afford the desired product, i.e., diethyl 3-phenylaminobut-2-ene-dioate. Reactants: NC1=CC=CC=C1 (Aniline), C(CC(=O)C(=O)OCC)(=O)OCC (diethyl oxalacetate). Yields the product C1(=CC=CC=C1)NC(=CC(=O)OCC)C(=O)OCC (diethyl 3-phenylaminobut-2-ene-dioate). Conditions: time 1 hour. Product: CCc1cc(CC)c(C=C2C(=O)Nc3ccc(N)cc32)[nH]1. As a reaction SMILES: [C:1]([O:2][C:3](=[O:4])[NH:7][c:8]1[cH:9][c:10]2[c:14]([cH:15][cH:16]1)[NH:13][C:12](=[O:17])[C:11]2=[CH:18][c:19]1[nH:20][c:21]([CH2:26][CH3:27])[cH:22][c:23]1[CH2:24][CH3:25])([CH3:5])([CH3:6])[CH3:28].[Cl:36][CH2:37][Cl:38].[OH:29][C:30]([C:31]([F:32])([F:33])[F:34])=[O:35]>>[NH2:7][c:8]1[cH:9][c:10]2[c:14]([cH:15][cH:16]1)[NH:13][C:12](=[O:17])[C:11]2=[CH:18][c:19]1[nH:20][c:21]([CH2:26][CH3:27])[cH:22][c:23]1[CH2:24][CH3:25]. The reactants are CCc1cc(CC)c(C=C2C(=O)Nc3ccc(NC(=O)OC(C)(C)C)cc32)[nH]1, ClCCl, O=C(O)C(F)(F)F.